This data is from the Open Reaction Database (ORD), a public repository of structured organic reaction records. The task is: describe an organic reaction: reactants, conditions, products, and yield The reactants are C(=C\CCC)/C1CCC(CC1)=O (4-(1E-pentenyl)cyclohexanone), A-168683, C(#N)CC(=O)OCC (ethyl cyanoacetate), C1(=CC=CC=C1)C (toluene), C(C)(=O)[O-].[NH2+]1CCCCC1 (piperidinium acetate). Solvent: O (water). Product: C(#N)C(C(=O)OCC)=C1CCC(CC1)\C=C\CCC (ethyl cyano-[4-(1E-pentenyl)cyclohexylidene]-acetate). As a reaction SMILES: [CH:1](/[CH:6]1[CH2:11][CH2:10][C:9](=O)[CH2:8][CH2:7]1)=[CH:2]\[CH2:3][CH2:4][CH3:5].[C:13]([CH2:15][C:16]([O:18][CH2:19][CH3:20])=[O:17])#[N:14].C1(C)C=CC=CC=1.C([O-])(=O)C.[NH2+]1CCCCC1>O>[C:13]([C:15](=[C:9]1[CH2:10][CH2:11][CH:6](/[CH:1]=[CH:2]/[CH2:3][CH2:4][CH3:5])[CH2:7][CH2:8]1)[C:16]([O:18][CH2:19][CH3:20])=[O:17])#[N:14] |f:3.4|. Procedure details: A mixture of 33.3 g of 4-(1E-pentenyl)cyclohexanone (prepared in accordance with EP-A-168683), 42 ml of ethyl cyanoacetate, 300 ml of toluene and 2.9 g of piperidinium acetate is boiled for 1.5 hours on a water separator. After cooling the reaction mixture is washed with three 50 ml portions of water, dried over sodium sulphate and concentrated. Chromatographic purification of the residue on 750 g of silica gel with hexane/ethyl acetate (vol. 19:1) gives ethyl cyano-[4-(1E-pentenyl)cyclohexylide... Reactants: [BH4-], CO, COc1ccc(F)cc1C(C)(C)CC(O)(C=Nc1cccc2ccc(C(N)=O)nc12)C(F)(F)F, [Na+], C1CCOC1. Yields the product COc1ccc(F)cc1C(C)(C)CC(O)(CNc1cccc2ccc(C(N)=O)nc12)C(F)(F)F. Reaction SMILES: [BH4-:35].[CH3:37][OH:38].[F:1][c:2]1[cH:3][cH:4][c:5]([O:33][CH3:34])[c:6]([C:8]([CH2:9][C:10]([CH:11]=[N:12][c:13]2[cH:14][cH:15][cH:16][c:17]3[cH:18][cH:19][c:20]([C:23](=[O:24])[NH2:25])[n:21][c:22]23)([C:26]([F:27])([F:28])[F:29])[OH:30])([CH3:31])[CH3:32])[cH:7]1.[Na+:36].[O:39]1[CH2:40][CH2:41][CH2:42][CH2:43]1>>[F:1][c:2]1[cH:3][cH:4][c:5]([O:33][CH3:34])[c:6]([C:8]([CH2:9][C:10]([CH2:11][NH:12][c:13]2[cH:14][cH:15][cH:16][c:17]3[cH:18][cH:19][c:20]([C:23](=[O:24])[NH2:25])[n:21][c:22]23)([C:26]([F:27])([F:28])[F:29])[OH:30])([CH3:31])[CH3:32])[cH:7]1. Reactants: Cl (hydrochloric acid), C(C)(C)(C)OC(=O)NC1C(N(CCC1)C(=O)OCC1=CC=CC=C1)CC(=O)OCC (Benzyl (2RS,3SR)-3-[(tert-butoxycarbonyl)amino]-2-(2-ethoxy-2-oxoethyl)piperidine-1-carboxylate), C(C)O (ethanol), [OH-].[Na+] (sodium hydroxide). The solvent is O1CCCC1 (tetrahydrofuran). Product: C(C1=CC=CC=C1)OC(=O)N1C(C(CCC1)NC(=O)OC(C)(C)C)CC(=O)O ({(2RS,3SR)-1-[(benzyloxy)carbonyl]-3-[(tert-butoxycarbonyl)amino]piperidin-2-yl}acetic acid). The yield is 104.4%. Reaction SMILES: [C:1]([O:5][C:6]([NH:8][CH:9]1[CH2:14][CH2:13][CH2:12][N:11]([C:15]([O:17][CH2:18][C:19]2[CH:24]=[CH:23][CH:22]=[CH:21][CH:20]=2)=[O:16])[CH:10]1[CH2:25][C:26]([O:28]CC)=[O:27])=[O:7])([CH3:4])([CH3:3])[CH3:2].C(O)C.[OH-].[Na+].Cl>O1CCCC1>[CH2:18]([O:17][C:15]([N:11]1[CH2:12][CH2:13][CH2:14][CH:9]([NH:8][C:6]([O:5][C:1]([CH3:3])([CH3:4])[CH3:2])=[O:7])[CH:10]1[CH2:25][C:26]([OH:28])=[O:27])=[O:16])[C:19]1[CH:20]=[CH:21][CH:22]=[CH:23][CH:24]=1 |f:2.3|. Procedure: Benzyl (2RS,3SR)-3-[(tert-butoxycarbonyl)amino]-2-(2-ethoxy-2-oxoethyl)piperidine-1-carboxylate (3.08 g), ethanol (30 mL), tetrahydrofuran (8 mL) and aqueous 2N sodium hydroxide solution (4.4 mL) were stirred at room temperature for 4 hours. The reaction solution was neutralized with aqueous 2N hydrochloric acid solution and then concentrated. The residue was added water and extracted with ethyl acetate. The extract was dried over anhydrous magnesium sulfate, concentrated and obtained the title ... Reactants: CC=1N=CC(=NC1)C(=O)OCC (Ethyl 5-methyl-2-pyrazinecarboxylate), C(C1=CC=CC=C1)(=O)OOC(C1=CC=CC=C1)=O (benzoyl peroxide), BrN1C(CCC1=O)=O (N-bromo succinimide). The reagents and catalysts are [W] (tungsten). Solvent: C(Cl)(Cl)(Cl)Cl (CCl4). The product is BrCC=1N=CC(=NC1)C(=O)OCC (Ethyl 5-(bromomethyl)-2-pyrazinecarboxylate). The yield is 45.0%. RXN SMILES: [CH3:1][C:2]1[N:3]=[CH:4][C:5]([C:8]([O:10][CH2:11][CH3:12])=[O:9])=[N:6][CH:7]=1.C(OOC(=O)C1C=CC=CC=1)(=O)C1C=CC=CC=1.[Br:31]N1C(=O)CCC1=O>C(Cl)(Cl)(Cl)Cl.[W]>[Br:31][CH2:1][C:2]1[N:3]=[CH:4][C:5]([C:8]([O:10][CH2:11][CH3:12])=[O:9])=[N:6][CH:7]=1. Reported procedure: Ethyl 5-methyl-2-pyrazinecarboxylate (10.0 g, 60.18 mmol), benzoyl peroxide (1.46 g, 6.02 mmol) and N-bromo succinimide (11.78 g, 66.19 mmol) in 80 mL CCl4 was heated to reflux while a 75 W tungsten lamp was shining on the reaction mixture. After 4 h the reaction mixture was cooled and the precipitate filtered off. The red filtrate was concentrated and the residue redissolved in EtOAc and washed with sat'd NaHCO3, 5% Na2S2O3, brine and the organics dried (Na2SO4), filtered and concentrated. Chro...